Task: describe an organic reaction: reactants, conditions, products, and yield. Dataset: the Open Reaction Database (ORD), a public repository of structured organic reaction records The reactants are N(=C=O)CC=1C=C(C=CC1)C1=NN(C=N1)C1=CC=C(C=C1)OC(F)(F)F (3-(3-(isocyanatomethyl)phenyl)-1-(4-(trifluoromethoxy)phenyl)-1H-1,2,4-triazole), C(C)(C)C1=C(C=CC=C1)NC(=S)N (1-(2-isopropylphenyl)thiourea). The product is C(C)(C)C1=C(C=CC=C1)NC(=S)NC(=O)NCC1=CC(=CC=C1)C1=NN(C=N1)C1=CC=C(C=C1)OC(F)(F)F (1-[(2-isopropylphenyl)carbamothioyl]-3-[[3-[1-[4-(trifluoromethoxy)phenyl]-1H-1,2,4-triazol-3-yl]phenyl]methyl]urea), solid. The yield is 47.0%. RXN SMILES: [N:1]([CH2:4][C:5]1[CH:6]=[C:7]([C:11]2[N:15]=[CH:14][N:13]([C:16]3[CH:21]=[CH:20][C:19]([O:22][C:23]([F:26])([F:25])[F:24])=[CH:18][CH:17]=3)[N:12]=2)[CH:8]=[CH:9][CH:10]=1)=[C:2]=[O:3].[CH:27]([C:30]1[CH:35]=[CH:34][CH:33]=[CH:32][C:31]=1[NH:36][C:37]([NH2:39])=[S:38])([CH3:29])[CH3:28]>>[CH:27]([C:30]1[CH:35]=[CH:34][CH:33]=[CH:32][C:31]=1[NH:36][C:37]([NH:39][C:2]([NH:1][CH2:4][C:5]1[CH:10]=[CH:9][CH:8]=[C:7]([C:11]2[N:15]=[CH:14][N:13]([C:16]3[CH:21]=[CH:20][C:19]([O:22][C:23]([F:25])([F:24])[F:26])=[CH:18][CH:17]=3)[N:12]=2)[CH:6]=1)=[O:3])=[S:38])([CH3:29])[CH3:28]. Procedure details: The title compound was prepared as described in Example 75 using 3-(3-(isocyanatomethyl)phenyl)-1-(4-(trifluoromethoxy)phenyl)-1H-1,2,4-triazole (CB34) and 1-(2-isopropylphenyl)thiourea and isolated as an off-white solid (0.213 g, 47%). Reactants: Cc1ccc(C(=O)N2CCNCC2)cn1, CCN(C(C)C)C(C)C, O=S(=O)(Cl)c1ccc(OC(F)(F)F)cc1, CN(C)C=O. Yields the product Cc1ccc(C(=O)N2CCN(S(=O)(=O)c3ccc(OC(F)(F)F)cc3)CC2)cn1. As a reaction SMILES: [CH3:1][c:2]1[cH:3][cH:4][c:5]([C:8](=[O:9])[N:10]2[CH2:11][CH2:12][NH:13][CH2:14][CH2:15]2)[cH:6][n:7]1.[CH:31]([N:32]([CH2:33][CH3:34])[CH:35]([CH3:36])[CH3:37])([CH3:38])[CH3:39].[F:16][C:17]([O:18][c:19]1[cH:20][cH:21][c:22]([S:25](=[O:26])(=[O:27])[Cl:28])[cH:23][cH:24]1)([F:29])[F:30].[O:40]=[CH:41][N:42]([CH3:43])[CH3:44]>>[CH3:1][c:2]1[cH:3][cH:4][c:5]([C:8](=[O:9])[N:10]2[CH2:11][CH2:12][N:13]([S:25]([c:22]3[cH:21][cH:20][c:19]([O:18][C:17]([F:16])([F:29])[F:30])[cH:24][cH:23]3)(=[O:26])=[O:27])[CH2:14][CH2:15]2)[cH:6][n:7]1. Starting materials: OC1C=C(c2cccnc2F)CC1, C1CCOC1, [Pd]. Yields the product OC1CCC(c2cccnc2F)C1. RXN SMILES: [F:1][c:2]1[n:3][cH:4][cH:5][cH:6][c:7]1[C:8]1=[CH:9][CH:10]([OH:13])[CH2:11][CH2:12]1.[O:14]1[CH2:15][CH2:16][CH2:17][CH2:18]1.[Pd:19]>>[F:1][c:2]1[n:3][cH:4][cH:5][cH:6][c:7]1[CH:8]1[CH2:9][CH:10]([OH:13])[CH2:11][CH2:12]1. Starting materials: CCc1cccc2sc(N)nc12, COCCO, COC(CCl)(OC)OC, [K+], [OH-], O. Yields the product CCc1cccc2sc(CCl)nc12. As a reaction SMILES: [CH2:1]([CH3:2])[c:3]1[cH:4][cH:5][cH:6][c:7]2[c:8]1[n:9][c:10]([NH2:12])[s:11]2.[CH3:24][O:25][CH2:26][CH2:27][OH:28].[Cl:15][CH2:16][C:17]([O:18][CH3:19])([O:20][CH3:21])[O:22][CH3:23].[K+:14].[OH-:13].[OH2:29]>>[CH2:1]([CH3:2])[c:3]1[cH:4][cH:5][cH:6][c:7]2[c:8]1[n:9][c:10]([CH2:16][Cl:15])[s:11]2. Starting materials: N#Cc1n[nH]cc1Br, CI, [H-], [Na+], CN(C)C=O. Product: Cn1cc(Br)c(C#N)n1. As a reaction SMILES: [Br:3][c:4]1[c:5]([C:9]#[N:10])[n:6][nH:7][cH:8]1.[CH3:11][I:12].[H-:1].[Na+:2].[O:13]=[CH:14][N:15]([CH3:16])[CH3:17]>>[Br:3][c:4]1[c:5]([C:9]#[N:10])[n:6][n:7]([CH3:11])[cH:8]1. The reactants are BrC=1C=CC(=NC1)N1CC2(CC(C2)NC(=O)OCC2=CC(=NO2)C(=O)OCC)CC1 (ethyl 5-[6-(5-bromopyridin-2-yl)-6-azaspiro[3.4]oct-2-ylcarbamoyloxymethyl]isoxazole-3-carboxylate), PdCl2dppf, FC1=CC=C(C=C1)B(O)O (4-fluorophenylboronic acid), C([O-])([O-])=O.[Cs+].[Cs+] (caesium carbonate). The solvent is C(Cl)Cl (CH2Cl2). The product is FC1=CC=C(C=C1)C=1C=CC(=NC1)N1CC2(CC(C2)NC(=O)OCC2=CC(=NO2)C(=O)OCC)CC1 (Ethyl 5-{6-[5-(4-fluorophenyl)pyridin-2-yl]-6-azaspiro[3.4]oct-2-ylcarbamoyloxymethyl}-isoxazole-3-carboxylate). The yield is 45.6%. RXN SMILES: Br[C:2]1[CH:3]=[CH:4][C:5]([N:8]2[CH2:30][CH2:29][C:10]3([CH2:13][CH:12]([NH:14][C:15]([O:17][CH2:18][C:19]4[O:23][N:22]=[C:21]([C:24]([O:26][CH2:27][CH3:28])=[O:25])[CH:20]=4)=[O:16])[CH2:11]3)[CH2:9]2)=[N:6][CH:7]=1.[F:31][C:32]1[CH:37]=[CH:36][C:35](B(O)O)=[CH:34][CH:33]=1.C(=O)([O-])[O-].[Cs+].[Cs+]>C(Cl)Cl>[F:31][C:32]1[CH:37]=[CH:36][C:35]([C:2]2[CH:3]=[CH:4][C:5]([N:8]3[CH2:30][CH2:29][C:10]4([CH2:11][CH:12]([NH:14][C:15]([O:17][CH2:18][C:19]5[O:23][N:22]=[C:21]([C:24]([O:26][CH2:27][CH3:28])=[O:25])[CH:20]=5)=[O:16])[CH2:13]4)[CH2:9]3)=[N:6][CH:7]=2)=[CH:34][CH:33]=1 |f:2.3.4|. Procedure details: The process is performed according to the procedure described in Example 2 (step 2.7.). Starting with 0.68 g (1.42 mmol) of ethyl 5-[6-(5-bromopyridin-2-yl)-6-azaspiro[3.4]oct-2-ylcarbamoyloxymethyl]isoxazole-3-carboxylate (isomer 6′) and 0.23 g (1.70 mmol) of 4-fluorophenylboronic acid, 1.38 g (4.26 mmol) of caesium carbonate and 0.11 g (0.14 mmol) of PdCl2dppf.CH2Cl2, 0.32 g of a white solid is obtained. Starting materials: CCO, Cc1ccc2cccc(OCc3c(Cl)ccc(N(C)C(=O)CN4C(=O)c5ccccc5C4=O)c3Cl)c2n1, NN, O. Yields the product Cc1ccc2cccc(OCc3c(Cl)ccc(N(C)C(=O)CN)c3Cl)c2n1. As a reaction SMILES: [CH3:41][CH2:42][OH:43].[Cl:1][c:2]1[c:3]([CH2:4][O:5][c:6]2[cH:7][cH:8][cH:9][c:10]3[cH:11][cH:12][c:13]([CH3:16])[n:14][c:15]23)[c:17]([Cl:37])[cH:18][cH:19][c:20]1[N:21]([CH3:22])[C:23]([CH2:24][N:25]1[C:26](=[O:27])[c:28]2[cH:29][cH:30][cH:31][cH:32][c:33]2[C:34]1=[O:35])=[O:36].[NH2:39][NH2:40].[OH2:38]>>[Cl:1][c:2]1[c:3]([CH2:4][O:5][c:6]2[cH:7][cH:8][cH:9][c:10]3[cH:11][cH:12][c:13]([CH3:16])[n:14][c:15]23)[c:17]([Cl:37])[cH:18][cH:19][c:20]1[N:21]([CH3:22])[C:23]([CH2:24][NH2:25])=[O:36].